From a dataset of the Open Reaction Database (ORD), a public repository of structured organic reaction records. describe an organic reaction: reactants, conditions, products, and yield Starting materials: C(C)(C)(C)OC(NCC(CC1=CC=C(C=C1)OCCOC1=C(C=C(C=C1Cl)C)Cl)C1=C(C=C(C=C1)B1OC(C(O1)(C)C)(C)C)C)=O (tert-butyl{3-{4-[2-(2,6-dichloro-4-methylphenoxy)ethoxy]phenyl}-2-[2-methyl-4-(4,4,5,5-tetramethyl-1,3,2-dioxaborolan-2-yl)phenyl]propyl}carbamate), BrC1=C(C=O)C=CC=N1 (2-bromonicotinaldehyde). Yields the product ClC1=C(OCCOC2=CC=C(C=C2)CC(CNC(OC(C)(C)C)=O)C2=C(C=C(C=C2)C2=NC=CC=C2C=O)C)C(=CC(=C1)C)Cl (tert-butyl {3-{4-[2-(2,6-dichloro-4-methylphenoxy)ethoxy]phenyl}-2-[4-(3-formylpyridin-2-yl)-2-methylphenyl]propyl}carbamate). RXN SMILES: [C:1]([O:5][C:6](=[O:46])[NH:7][CH2:8][CH:9]([C:30]1[CH:35]=[CH:34][C:33](B2OC(C)(C)C(C)(C)O2)=[CH:32][C:31]=1[CH3:45])[CH2:10][C:11]1[CH:16]=[CH:15][C:14]([O:17][CH2:18][CH2:19][O:20][C:21]2[C:26]([Cl:27])=[CH:25][C:24]([CH3:28])=[CH:23][C:22]=2[Cl:29])=[CH:13][CH:12]=1)([CH3:4])([CH3:3])[CH3:2].Br[C:48]1[N:55]=[CH:54][CH:53]=[CH:52][C:49]=1[CH:50]=[O:51]>>[Cl:29][C:22]1[CH:23]=[C:24]([CH3:28])[CH:25]=[C:26]([Cl:27])[C:21]=1[O:20][CH2:19][CH2:18][O:17][C:14]1[CH:15]=[CH:16][C:11]([CH2:10][CH:9]([C:30]2[CH:35]=[CH:34][C:33]([C:48]3[C:49]([CH:50]=[O:51])=[CH:52][CH:53]=[CH:54][N:55]=3)=[CH:32][C:31]=2[CH3:45])[CH2:8][NH:7][C:6](=[O:46])[O:5][C:1]([CH3:3])([CH3:2])[CH3:4])=[CH:12][CH:13]=1. Procedure: Prepared according to the procedure described in EXAMPLE 7, step 2 using tert-butyl{3-{4-[2-(2,6-dichloro-4-methylphenoxy)ethoxy]phenyl}-2-[2-methyl-4-(4,4,5,5-tetramethyl-1,3,2-dioxaborolan-2-yl)phenyl]propyl}carbamate from EXAMPLE 9, step 1 and commercially available 2-bromonicotinaldehyde as starting materials. Purification by column chromatography on silica gel (Combi-Flash by ISCO), eluting with Hex/EtOAc (10 to 75% in 30 min) afforded the desired compound as a colorless oil. Starting materials: ClC=1C=C(C=O)C=CC1 (3-chlorobenzaldehyde), solution, C(=C)[Mg]Cl (vinyl magnesium chloride). Run in C1CCOC1 (THF), C1CCOC1 (THF). The product is ClC=1C=C(C=CC1)C(C=C)O (1-(3-Chlorophenyl)prop-2-en-1-ol). Yield: 44.0%. Reaction SMILES: [Cl:1][C:2]1[CH:3]=[C:4]([CH:7]=[CH:8][CH:9]=1)[CH:5]=[O:6].[CH:10]([Mg]Cl)=[CH2:11]>C1COCC1>[Cl:1][C:2]1[CH:3]=[C:4]([CH:5]([OH:6])[CH:10]=[CH2:11])[CH:7]=[CH:8][CH:9]=1. Procedure: To a cooled solution of 3-chlorobenzaldehyde (22.5 g, 160 mmol) in 100 mL anhydrous THF under inert nitrogen atmosphere was added slowly via syringe a 1.6 M solution of vinyl magnesium chloride in THF (100 mL, 160 mmol) and the solution stirred for three h allowing to warm to room temperature. The reaction was quenched with saturated solution of ammonium chloride and the organic layer was separated, extracted with ethyl acetate (2×200 mL), and organic layers were combined, dried over magnesium s... The product is CCOC(=O)CC1CCC(CN(CC)c2ccc(C(F)(F)F)cc2CNc2ncc(OCCSC)cn2)CC1. As a reaction SMILES: [CH3:29][S:30][CH2:31][CH2:32][O:33][c:34]1[cH:35][n:36][c:37]([NH2:40])[n:38][cH:39]1.[CH:1](=[O:2])[c:3]1[c:4]([N:13]([CH2:14][CH3:15])[CH2:16][CH:17]2[CH2:18][CH2:19][CH:20]([CH2:23][C:24](=[O:25])[O:26][CH2:27][CH3:28])[CH2:21][CH2:22]2)[cH:5][cH:6][c:7]([C:9]([F:10])([F:11])[F:12])[cH:8]1>>[CH2:1]([c:3]1[c:4]([N:13]([CH2:14][CH3:15])[CH2:16][CH:17]2[CH2:18][CH2:19][CH:20]([CH2:23][C:24](=[O:25])[O:26][CH2:27][CH3:28])[CH2:21][CH2:22]2)[cH:5][cH:6][c:7]([C:9]([F:10])([F:11])[F:12])[cH:8]1)[NH:40][c:37]1[n:36][cH:35][c:34]([O:33][CH2:32][CH2:31][S:30][CH3:29])[cH:39][n:38]1. Reactants: CSCCOc1cnc(N)nc1, CCOC(=O)CC1CCC(CN(CC)c2ccc(C(F)(F)F)cc2C=O)CC1. The reactants are CC1=CC=C(C=C1)C=1C(=CC=CC1)C(=O)NC1=CC=C(C(=O)N(C2=C(C=CC=C2)OCCCC=O)C)C=C1 (4-(4′-methylbiphenyl-2-carboxamido)-N-methyl-N-[2-(3-formylprop-1-yloxy)phenyl]benzamide), C(=O)(OCC)C=P(C1=CC=CC=C1)(C1=CC=CC=C1)C1=CC=CC=C1 ((carbethoxymethylene)triphenylphosphorane), O1CCCC1 (tetrahydrofuran). Reaction conditions: time 8 hour. Yields the product CC1=CC=C(C=C1)C=1C(=CC=CC1)C(=O)NC1=CC=C(C(=O)N(C2=C(C=CC=C2)OCCCC=CC(=O)OCC)C)C=C1 (4-(4′-methylbiphenyl-2-carboxamido)-N-methyl-N-[2-(5-ethoxycarbonyl-4-penten-1-yloxy)phenyl]benzamide). RXN SMILES: [CH3:1][C:2]1[CH:7]=[CH:6][C:5]([C:8]2[C:9]([C:14]([NH:16][C:17]3[CH:38]=[CH:37][C:20]([C:21]([N:23]([CH3:36])[C:24]4[CH:29]=[CH:28][CH:27]=[CH:26][C:25]=4[O:30][CH2:31][CH2:32]CC=O)=[O:22])=[CH:19][CH:18]=3)=[O:15])=[CH:10][CH:11]=[CH:12][CH:13]=2)=[CH:4][CH:3]=1.[C:39]([CH:44]=P(C1C=CC=CC=1)(C1C=CC=CC=1)C1C=CC=CC=1)([O:41][CH2:42][CH3:43])=[O:40].O1CC[CH2:66][CH2:65]1>>[CH3:1][C:2]1[CH:7]=[CH:6][C:5]([C:8]2[C:9]([C:14]([NH:16][C:17]3[CH:38]=[CH:37][C:20]([C:21]([N:23]([CH3:36])[C:24]4[CH:29]=[CH:28][CH:27]=[CH:26][C:25]=4[O:30][CH2:31][CH2:32][CH2:65][CH:66]=[CH:44][C:39]([O:41][CH2:42][CH3:43])=[O:40])=[O:22])=[CH:19][CH:18]=3)=[O:15])=[CH:10][CH:11]=[CH:12][CH:13]=2)=[CH:4][CH:3]=1. Reported procedure: A mixture of 4-(4′-methylbiphenyl-2-carboxamido)-N-methyl-N-[2-(3-formylprop-1-yloxy)phenyl]benzamide (507 mg) and (carbethoxymethylene)triphenylphosphorane (418 mg) in tetrahydrofuran (20 ml) was stirred at ambient temperature overnight and the solvent was evaporated in vacuo. The oily residue was purified by silica gel column (chloroform) to give 4-(4′-methylbiphenyl-2-carboxamido)-N-methyl-N-[2-(5-ethoxycarbonyl-4-penten-1-yloxy)phenyl]benzamide (435 mg) as a colorless amorphous. Reaction SMILES: [CH3:1][N:2]1[C:6]([C:7]2[NH:8][CH:9]=[CH:10][CH:11]=2)=[N:5][N:4]=[C:3]1[SH:12].[Cl:13][CH2:14][CH2:15][CH2:16][N:17]1[CH2:25][C:24]2[C:19](=[CH:20][CH:21]=[C:22]([C:26](=[O:29])[CH2:27][CH3:28])[CH:23]=2)[CH2:18]1>>[ClH:13].[CH3:1][N:2]1[C:6]([C:7]2[NH:8][CH:9]=[CH:10][CH:11]=2)=[N:5][N:4]=[C:3]1[S:12][CH2:14][CH2:15][CH2:16][N:17]1[CH2:25][C:24]2[C:19](=[CH:20][CH:21]=[C:22]([C:26](=[O:29])[CH2:27][CH3:28])[CH:23]=2)[CH2:18]1 |f:2.3|. Reactants: CN1C(=NN=C1C=1NC=CC1)S (4-methyl-5-(1H-pyrrol-2-yl)-4H-1,2,4-triazole-3-thiol), ClCCCN1CC2=CC=C(C=C2C1)C(CC)=O (1-[2-(3-chloropropyl)-2,3-dihydro-1H-isoindol-5-yl]propan-1-one). Reported procedure: The title compound was prepared in analogy to method 1.5 from 4-methyl-5-(1H-pyrrol-2-yl)-4H-1,2,4-triazole-3-thiol (1.43 mmol, 0.26 g) and 1-[2-(3-chloropropyl)-2,3-dihydro-1H-isoindol-5-yl]propan-1-one (1.43 mmol, 0.36 g; preparation in analogy to 1.4 from isoindoline as disclosed in WO 0125200). Yield: 0.11 g. Yields the product Cl.CN1C(=NN=C1C=1NC=CC1)SCCCN1CC2=CC=C(C=C2C1)C(CC)=O (1-[2-(3-{[4-Methyl-5-(1H-pyrrol-2-yl)-4H-1,2,4-triazol-3-yl]thio}propyl)-2,3-dihydro-1H-isoindol-5-yl]propan-1-one hydrochloride). The reactants are [BH4-], Cc1ccc2c(c1)CC(=O)c1ccccc1S2, [Na+], C1COCCO1, O. The product is Cc1ccc2c(c1)CC(O)c1ccccc1S2. Reaction SMILES: [BH4-:18].[CH3:1][c:2]1[cH:3][c:4]2[c:5]([cH:16][cH:17]1)[S:6][c:7]1[c:8]([cH:12][cH:13][cH:14][cH:15]1)[C:9](=[O:11])[CH2:10]2.[Na+:19].[O:20]1[CH2:21][CH2:22][O:23][CH2:24][CH2:25]1.[OH2:26]>>[CH3:1][c:2]1[cH:3][c:4]2[c:5]([cH:16][cH:17]1)[S:6][c:7]1[c:8]([cH:12][cH:13][cH:14][cH:15]1)[CH:9]([OH:11])[CH2:10]2. Starting materials: C(#C)[C@@H]1CN([C@@H](CO1)CO)C(=O)OC(C)(C)C (tert-Butyl (2R,5R)-2-ethynyl-5-(hydroxymethyl)morpholine-4-carboxylate), C(=O)(N1C=NC=C1)N1C=NC=C1 (carbonyldiimidazole), FC(CN)(F)F (Trifluoroethylamine). The solvent is N1=CC=CC=C1 (pyridine). Reaction conditions: time 3 hour. Yields the product C(#C)[C@@H]1CN([C@H](CO1)COC(=O)NCC(F)(F)F)C(=O)OC(C)(C)C (tert-Butyl (2R,5R)-2-ethynyl-5-(2,2,2-trifluoroethylaminocarbonyloxymethyl)morpholine-4-carboxylate). RXN SMILES: [C:1]([C@H:3]1[O:8][CH2:7][C@@H:6]([CH2:9][OH:10])[N:5]([C:11]([O:13][C:14]([CH3:17])([CH3:16])[CH3:15])=[O:12])[CH2:4]1)#[CH:2].[C:18](N1C=CN=C1)(N1C=CN=C1)=[O:19].[F:30][C:31]([F:35])([F:34])[CH2:32][NH2:33]>N1C=CC=CC=1>[C:1]([C@H:3]1[O:8][CH2:7][C@H:6]([CH2:9][O:10][C:18]([NH:33][CH2:32][C:31]([F:35])([F:34])[F:30])=[O:19])[N:5]([C:11]([O:13][C:14]([CH3:17])([CH3:16])[CH3:15])=[O:12])[CH2:4]1)#[CH:2]. Procedure: To a solution of tert-Butyl (2R,5R)-2-ethynyl-5-(hydroxymethyl)morpholine-4-carboxylate (0.51 g, 2.1 mmol) in 6 mL of pyridine was added carbonyldiimidazole (0.45 g, 2.8 mmol). The mixture was stirred at ambient temperature for 3 h. Trifluoroethylamine (4.1 mL, 53 mmol) was added, the vessel was sealed and heated to 50° C. for 24 h. The pyridine was removed in vacuo and the residue was dissolved in EtOAc and washed with water and brine. The EtOAc solution was dried (MgSO4), filtered, and the sol... Starting materials: [H-].[Na+] (sodium hydride), C(C1=CC=CC=C1)O (benzyl alcohol), ClC1=NSN=C1Cl (3,4-dichloro-1,2,5-thiadiazole), [H][H] (hydrogen). Run in O1CCCC1 (tetrahydrofuran). Reaction conditions: temperature -50 celsius. Product: C(C1=CC=CC=C1)OC=1C(=NSN1)Cl (4-benzyloxy-3-chloro-1,2,5-thiadiazole). Isolated yield 24.2%. Reaction SMILES: [H-].[Na+].[CH2:3]([OH:10])[C:4]1[CH:9]=[CH:8][CH:7]=[CH:6][CH:5]=1.[H][H].[Cl:13][C:14]1[C:18](Cl)=[N:17][S:16][N:15]=1>O1CCCC1>[CH2:3]([O:10][C:18]1[C:14]([Cl:13])=[N:15][S:16][N:17]=1)[C:4]1[CH:9]=[CH:8][CH:7]=[CH:6][CH:5]=1 |f:0.1|. Procedure details: To a mixture of 24 g of sodium hydride and 500 ml of tetrahydrofuran, 65 g of benzyl alcohol was added dropwise at room temperature. The mixture was stirred until the evolution of hydrogen stopped, cooled to −50° C., then, 100 g of 3,4-dichloro-1,2,5-thiadiazole was added to the mixture. The mixture was stirred over night at room temperature, and for 3 hours at reflux temperature. The mixture was concentrated, then poured into dilute hydrochloric acid, extracted with t-butyl methyl ether. The or... Reactants: BrC1=CC=C(C=C1)C1=CC=2N(C(=N1)Cl)C=CN2 (7-(4-bromophenyl)-5-chloroimidazo[1,2-c]pyrimidine), C([O-])([O-])=O.[K+].[K+] (potassium carbonate), CC1(OB(OC1(C)C)C=1C=NN(C1)COCC[Si](C)(C)C)C (4-(4,4,5,5-tetramethyl-1,3,2-dioxaborolan-2-yl)-1-((2-(trimethylsilyl)ethoxy)methyl)-1H-pyrazole), O (water), CC1(OB(OC1(C)C)C=1C=NN(C1)COCC[Si](C)(C)C)C (4-(4,4,5,5-Tetramethyl-1,3,2-dioxaborolan-2-yl)-1-((2-(trimethylsilyl)ethoxy)methyl)-1H-pyrazole). The reagents and catalysts are C=1C=CC(=CC1)[P](C=2C=CC=CC2)(C=3C=CC=CC3)[Pd]([P](C=4C=CC=CC4)(C=5C=CC=CC5)C=6C=CC=CC6)([P](C=7C=CC=CC7)(C=8C=CC=CC8)C=9C=CC=CC9)[P](C=1C=CC=CC1)(C=1C=CC=CC1)C=1C=CC=CC1 (tetrakis(triphenylphosphine)palladium). Reaction conditions: temperature 70 celsius. The product is BrC1=CC=C(C=C1)C1=CC=2N(C(=N1)C=1C=NN(C1)COCC[Si](C)(C)C)C=CN2 (7-(4-bromophenyl)-5-(1-((2-(trimethylsilyl)ethoxy)methyl)-1H-pyrazol-4-yl)imidazo[1,2-c]pyrimidine). Yield: 39.8%. Reaction SMILES: [Br:1][C:2]1[CH:7]=[CH:6][C:5]([C:8]2[N:13]=[C:12](Cl)[N:11]3[CH:15]=[CH:16][N:17]=[C:10]3[CH:9]=2)=[CH:4][CH:3]=1.C(=O)([O-])[O-].[K+].[K+].CC1(C)C(C)(C)OB([C:32]2[CH:33]=[N:34][N:35]([CH2:37][O:38][CH2:39][CH2:40][Si:41]([CH3:44])([CH3:43])[CH3:42])[CH:36]=2)O1.O>C1C=CC([P]([Pd]([P](C2C=CC=CC=2)(C2C=CC=CC=2)C2C=CC=CC=2)([P](C2C=CC=CC=2)(C2C=CC=CC=2)C2C=CC=CC=2)[P](C2C=CC=CC=2)(C2C=CC=CC=2)C2C=CC=CC=2)(C2C=CC=CC=2)C2C=CC=CC=2)=CC=1>[Br:1][C:2]1[CH:7]=[CH:6][C:5]([C:8]2[N:13]=[C:12]([C:32]3[CH:33]=[N:34][N:35]([CH2:37][O:38][CH2:39][CH2:40][Si:41]([CH3:44])([CH3:43])[CH3:42])[CH:36]=3)[N:11]3[CH:15]=[CH:16][N:17]=[C:10]3[CH:9]=2)=[CH:4][CH:3]=1 |f:1.2.3,^1:50,52,71,90|. Procedure: To a flask charged with 7-(4-bromophenyl)-5-chloroimidazo[1,2-c]pyrimidine (2.68 g, 8.685 mmol), potassium carbonate (3.601 g, 26.06 mmol), and 4-(4,4,5,5-tetramethyl-1,3,2-dioxaborolan-2-yl)-1-((2-(trimethylsilyl)ethoxy)methyl)-1H-pyrazole (Preparation E; 6.628 g, 17.37 mmol) were combined in a glass bomb and the vessel was evacuated and backfilled with argon. To the reaction was added 100 mL of DME and then water (1.252 mL, 69.48 mmol) and argon was bubbled through the reaction for 20 minutes ... Reactants: C(C)(=O)[O-].[NH4+] (Ammonium acetate), C(C)OC(=O)C=1C(=C2C(=NC1Cl)C=CS2)Cl (5,7-dichloro-thieno[3,2-b]pyridine-6-carboxylic acid ethyl ester), ice water. Run in C(C)(=O)O (acetic acid). Conditions: temperature 140 celsius. Yields the product C(C)OC(=O)C1=C(C2=C(NC1=O)C=CS2)Cl (7-chloro-5-oxo-4,5-dihydro-thieno[3,2-b]pyridine-6-carboxylic acid ethyl ester). The yield is 55.8%. Reaction SMILES: C([O-])(=[O:3])C.[NH4+].[CH2:6]([O:8][C:9]([C:11]1[C:12]([Cl:21])=[C:13]2[S:20][CH:19]=[CH:18][C:14]2=[N:15][C:16]=1Cl)=[O:10])[CH3:7]>C(O)(=O)C>[CH2:6]([O:8][C:9]([C:11]1[C:16](=[O:3])[NH:15][C:14]2[CH:18]=[CH:19][S:20][C:13]=2[C:12]=1[Cl:21])=[O:10])[CH3:7] |f:0.1|. Reported procedure: Ammonium acetate (161 mg, 2.1 mmol) was added to a stirred solution of 5,7-dichloro-thieno[3,2-b]pyridine-6-carboxylic acid ethyl ester (3) (530 mg, 1.9 mmol) in glacial acetic acid at room temperature. The solution was heated at 140° C. for 48 h. The hot solution was poured into ice water. The solids formed were filtered, washed by water, and dried. The crude product was recrystallized by CH2Cl2 to yield 273 mg (60%) of 7-chloro-5-oxo-4,5-dihydro-thieno[3,2-b]pyridine-6-carboxylic acid ethyl es...